This data is from the Open Reaction Database (ORD), a public repository of structured organic reaction records. The task is: describe an organic reaction: reactants, conditions, products, and yield Reactants: CC=1C=C(SC1)CCN (2-(4-Methyl-thiophen-2-yl)-ethylamine), C(C)(=O)OC(C)=O (acetic anhydride). Yields the product CC=1C=C(SC1)CCNC(C)=O (N-[2-(4-Methyl-thiophen-2-yl)-ethyl]-acetamide). Yield: 95.0%. Reaction SMILES: [CH3:1][C:2]1[CH:3]=[C:4]([CH2:7][CH2:8][NH2:9])[S:5][CH:6]=1.[C:10](OC(=O)C)(=[O:12])[CH3:11]>>[CH3:1][C:2]1[CH:3]=[C:4]([CH2:7][CH2:8][NH:9][C:10](=[O:12])[CH3:11])[S:5][CH:6]=1. Procedure: In close analogy to the procedure described above, 2-(4-Methyl-thiophen-2-yl)-ethylamine is reacted with acetic anhydride to provide the title compound.